Task: describe an organic reaction: reactants, conditions, products, and yield. Dataset: the Open Reaction Database (ORD), a public repository of structured organic reaction records The reactants are [C@H]1(CCC2=CC=CC=C12)NC1=NC2=CC=CC(=C2C=C1)[N+](=O)[O-] ((R)-Indan-1-yl-(5-nitro-quinolin-2-yl)-amine), Cl (HCl), FC=1C=C(C(=O)Cl)C=C(C1)F (3,5-difluorobenzoylchloride). Solvent: N1=CC=CC=C1 (pyridine). Reaction conditions: time 8 hour. Yields the product FC=1C=C(C(=O)NC2=C3C=CC(=NC3=CC=C2)N[C@@H]2CCC3=CC=CC=C23)C=C(C1)F (3,5-Difluoro-N-[2-((R)-indan-1-ylamino)-quinolin-5-yl]-benzamide), solid. Isolated yield 19.0%. RXN SMILES: [C@H:1]1([NH:10][C:11]2[CH:20]=[CH:19][C:18]3[C:13](=[CH:14][CH:15]=[CH:16][C:17]=3[N+:21]([O-])=O)[N:12]=2)[C:9]2[C:4](=[CH:5][CH:6]=[CH:7][CH:8]=2)[CH2:3][CH2:2]1.[F:24][C:25]1[CH:26]=[C:27]([CH:31]=[C:32]([F:34])[CH:33]=1)[C:28](Cl)=[O:29].Cl>N1C=CC=CC=1>[F:24][C:25]1[CH:26]=[C:27]([CH:31]=[C:32]([F:34])[CH:33]=1)[C:28]([NH:21][C:17]1[CH:16]=[CH:15][CH:14]=[C:13]2[C:18]=1[CH:19]=[CH:20][C:11]([NH:10][C@H:1]1[C:9]3[C:4](=[CH:5][CH:6]=[CH:7][CH:8]=3)[CH2:3][CH2:2]1)=[N:12]2)=[O:29]. Procedure details: (R)-Indan-1-yl-(5-nitro-quinolin-2-yl)-amine (0.15 g, 0.545 mmol) was dissolved in 1.5 mL pyridine and 3,5-difluorobenzoylchloride (0.98 g, 0.554 mmol) was added. The reaction mixture was stirred at room temperature overnight. 1 N HCl was added until pH5. The mixture was extracted three times with ethyl acetate (50 mL each). The organic phases ware pooled, dried with sodium sulfate, filtered and evaporated. The crude product was recrystallized from isopropanol and diisopropylether. The title com...